From a dataset of the Open Reaction Database (ORD), a public repository of structured organic reaction records. describe an organic reaction: reactants, conditions, products, and yield Product: N1(CCSCC1)CC1=CC=C(N\C(\C2=CC=CC=C2)=C\2/C(NC3=CC(=CC=C23)C(=O)OC)=O)C=C1 (3-Z-[1-(4-(thiomorpholin-4-yl-methyl)-anilino)-1-phenyl-methylene]-6-methoxycarbonyl-2-indolinone). Reported procedure: Prepared from 1-acetyl-3-(1-ethoxy-1-phenylmethylene)-6-methoxycarbonyl-2-indolinone and 4-(thiomorpholin-4-yl-methyl)-aniline Rf value: 0.4 (silica gel, methylene chloride/methanol=15:1) C28H27N3O3S Starting materials: C(C)(=O)N1C(C(C2=CC=C(C=C12)C(=O)OC)=C(C1=CC=CC=C1)OCC)=O (1-acetyl-3-(1-ethoxy-1-phenylmethylene)-6-methoxycarbonyl-2-indolinone), N1(CCSCC1)CC1=CC=C(N)C=C1 (4-(thiomorpholin-4-yl-methyl)-aniline). Reaction SMILES: C([N:4]1[C:12]2[C:7](=[CH:8][CH:9]=[C:10]([C:13]([O:15][CH3:16])=[O:14])[CH:11]=2)[C:6](=[C:17](OCC)[C:18]2[CH:23]=[CH:22][CH:21]=[CH:20][CH:19]=2)[C:5]1=[O:27])(=O)C.[N:28]1([CH2:34][C:35]2[CH:41]=[CH:40][C:38]([NH2:39])=[CH:37][CH:36]=2)[CH2:33][CH2:32][S:31][CH2:30][CH2:29]1>>[N:28]1([CH2:34][C:35]2[CH:41]=[CH:40][C:38]([NH:39]/[C:17](=[C:6]3\[C:5](=[O:27])[NH:4][C:12]4[C:7]\3=[CH:8][CH:9]=[C:10]([C:13]([O:15][CH3:16])=[O:14])[CH:11]=4)/[C:18]3[CH:23]=[CH:22][CH:21]=[CH:20][CH:19]=3)=[CH:37][CH:36]=2)[CH2:29][CH2:30][S:31][CH2:32][CH2:33]1. The product is CC(=O)OC1CSC(Oc2cncc(S(=O)(=O)c3ccc(F)cc3)c2)C(OC(C)=O)C1OC(C)=O. Starting materials: CC(=O)OC1CSC(Oc2cncc(I)c2)C(OC(C)=O)C1OC(C)=O, O=S([O-])c1ccc(F)cc1. RXN SMILES: [C:1]([CH3:2])(=[O:3])[O:4][CH:5]1[CH:6]([O:7][c:8]2[cH:9][n:10][cH:11][c:12]([I:14])[cH:13]2)[S:15][CH2:16][CH:17]([O:23][C:24]([CH3:25])=[O:26])[CH:18]1[O:19][C:20]([CH3:21])=[O:22].[F:27][c:28]1[cH:29][cH:30][c:31]([S:34](=[O:35])[O-:36])[cH:32][cH:33]1>>[C:1]([CH3:2])(=[O:3])[O:4][CH:5]1[CH:6]([O:7][c:8]2[cH:9][n:10][cH:11][c:12]([S:34]([c:31]3[cH:30][cH:29][c:28]([F:27])[cH:33][cH:32]3)(=[O:35])=[O:36])[cH:13]2)[S:15][CH2:16][CH:17]([O:23][C:24]([CH3:25])=[O:26])[CH:18]1[O:19][C:20]([CH3:21])=[O:22]. Starting materials: CO, Cc1ccc2c(c1)Cc1cc(C(=O)O)ccc1O2, O, O=S(=O)(O)O. The product is COC(=O)c1ccc2c(c1)Cc1cc(C)ccc1O2. RXN SMILES: [CH3:19][OH:20].[CH3:1][c:2]1[cH:3][cH:4][c:5]2[c:14]([cH:15]1)[CH2:13][c:12]1[c:7]([cH:8][cH:9][c:10]([C:16](=[O:17])[OH:18])[cH:11]1)[O:6]2.[OH2:26].[S:21](=[O:22])(=[O:23])([OH:24])[OH:25]>>[CH3:1][c:2]1[cH:3][cH:4][c:5]2[c:14]([cH:15]1)[CH2:13][c:12]1[c:7]([cH:8][cH:9][c:10]([C:16](=[O:17])[O:18][CH3:19])[cH:11]1)[O:6]2.